From a dataset of the Open Reaction Database (ORD), a public repository of structured organic reaction records. describe an organic reaction: reactants, conditions, products, and yield The reactants are NC1=CC=C(C=C1)C1=C(NC2=NC=CC=C21)C(=O)N (3-(4-aminophenyl)-1H-pyrrolo[2,3-b]pyridine-2-carboxamide), FC(OC1=CC=C(C=C1)N=C=O)(F)F (4-trifluoromethoxyphenyl isocyanate). Product: FC(OC1=CC=C(C=C1)NC(NC1=CC=C(C=C1)C1=C(NC2=NC=CC=C21)C(=O)N)=O)(F)F (3-{4-[3-(4-trifluoromethoxyphenyl)ureido]phenyl}-1H-pyrrolo[2,3-b]pyridine-2-carboxamide). RXN SMILES: [NH2:1][C:2]1[CH:7]=[CH:6][C:5]([C:8]2[C:16]3[C:11](=[N:12][CH:13]=[CH:14][CH:15]=3)[NH:10][C:9]=2[C:17]([NH2:19])=[O:18])=[CH:4][CH:3]=1.[F:20][C:21]([F:33])([F:32])[O:22][C:23]1[CH:28]=[CH:27][C:26]([N:29]=[C:30]=[O:31])=[CH:25][CH:24]=1>>[F:20][C:21]([F:32])([F:33])[O:22][C:23]1[CH:24]=[CH:25][C:26]([NH:29][C:30](=[O:31])[NH:1][C:2]2[CH:3]=[CH:4][C:5]([C:8]3[C:16]4[C:11](=[N:12][CH:13]=[CH:14][CH:15]=4)[NH:10][C:9]=3[C:17]([NH2:19])=[O:18])=[CH:6][CH:7]=2)=[CH:27][CH:28]=1. Procedure: 92.3 mg of brown powdered 3-{4-[3-(4-trifluoromethoxyphenyl)ureido]phenyl}-1H-pyrrolo[2,3-b]pyridine-2-carboxamide are prepared as described in Example 7 starting with 3-(4-aminophenyl)-1H-pyrrolo[2,3-b]pyridine-2-carboxamide and 4-trifluoromethoxyphenyl isocyanate.